This data is from the Open Reaction Database (ORD), a public repository of structured organic reaction records. The task is: describe an organic reaction: reactants, conditions, products, and yield Reactants: C1CCOC1, COc1cc2nccc(Oc3ccc(N4CC(C(O)c5ccccc5)CC4=O)cc3F)c2cc1OC, CI, [H-], [Na+], CN(C)C=O. The product is COc1cc2nccc(Oc3ccc(N4CC(C(OC)c5ccccc5)CC4=O)cc3F)c2cc1OC. RXN SMILES: [CH2:41]1[O:42][CH2:43][CH2:44][CH2:45]1.[CH3:1][O:2][c:3]1[cH:4][c:5]2[c:6]([O:15][c:16]3[c:17]([F:36])[cH:18][c:19]([N:22]4[C:23](=[O:35])[CH2:24][CH:25]([CH:27]([c:28]5[cH:29][cH:30][cH:31][cH:32][cH:33]5)[OH:34])[CH2:26]4)[cH:20][cH:21]3)[cH:7][cH:8][n:9][c:10]2[cH:11][c:12]1[O:13][CH3:14].[CH3:39][I:40].[H-:38].[Na+:37].[O:46]=[CH:47][N:48]([CH3:49])[CH3:50]>>[CH3:1][O:2][c:3]1[cH:4][c:5]2[c:6]([O:15][c:16]3[c:17]([F:36])[cH:18][c:19]([N:22]4[C:23](=[O:35])[CH2:24][CH:25]([CH:27]([c:28]5[cH:29][cH:30][cH:31][cH:32][cH:33]5)[O:34][CH3:39])[CH2:26]4)[cH:20][cH:21]3)[cH:7][cH:8][n:9][c:10]2[cH:11][c:12]1[O:13][CH3:14]. The reactants are NC1=CC(=C(C(=O)N2CCN(CC2)CC=2C=C(C(=O)NC(C)(C)C)C=CC2)C=C1)C(F)(F)F (3-((4-(4-amino-2-(trifluoromethyl)benzoyl)piperazin-1-yl)methyl)-N-tert-butylbenzamide), 4-nitrophenylchloroformate, CC(CN)(C)C (2,2-dimethylpropan-1-amine). The solvent is ClCCl (dichloromethane). Conditions: time 1 hour. Product: C(C)(C)(C)NC(C1=CC(=CC=C1)CN1CCN(CC1)C(C1=C(C=C(C=C1)NC(=O)NCC(C)(C)C)C(F)(F)F)=O)=O (N-tert-Butyl-3-((4-(4-(3-neopentylureido)-2-(trifluoromethyl)benzoyl)piperazin-1-yl)methyl)benzamide). Isolated yield 38.1%. RXN SMILES: [NH2:1][C:2]1[CH:29]=[CH:28][C:5]([C:6]([N:8]2[CH2:13][CH2:12][N:11]([CH2:14][C:15]3[CH:16]=[C:17]([CH:25]=[CH:26][CH:27]=3)[C:18]([NH:20][C:21]([CH3:24])([CH3:23])[CH3:22])=[O:19])[CH2:10][CH2:9]2)=[O:7])=[C:4]([C:30]([F:33])([F:32])[F:31])[CH:3]=1.C1C([N+]([O-])=O)=CC=C([Cl-][C:44]([O-])=[O:45])C=1.[CH3:47][C:48]([CH3:52])([CH3:51])[CH2:49][NH2:50]>ClCCl>[C:21]([NH:20][C:18](=[O:19])[C:17]1[CH:25]=[CH:26][CH:27]=[C:15]([CH2:14][N:11]2[CH2:12][CH2:13][N:8]([C:6](=[O:7])[C:5]3[CH:28]=[CH:29][C:2]([NH:1][C:44]([NH:50][CH2:49][C:48]([CH3:52])([CH3:51])[CH3:47])=[O:45])=[CH:3][C:4]=3[C:30]([F:32])([F:33])[F:31])[CH2:9][CH2:10]2)[CH:16]=1)([CH3:24])([CH3:23])[CH3:22]. Reported procedure: To a stirred solution of 3-((4-(4-amino-2-(trifluoromethyl)benzoyl)piperazin-1-yl)methyl)-N-tert-butylbenzamide (0.123 mmol, 57 mg) in dichloromethane (2 mL) was added 4-nitrophenylchloroformate (0.123 mmol, 24.84 mg). After 1 hour stirring, 2,2-dimethylpropan-1-amine (0.123 mmol, 10.74 mg) was added and stirring was continued for 1 hour. The reaction was concentrated under reduced pressure and the residue dissolved in methanol (1 mL). Purification by basic reverse phase HPLC gave the title comp... The reactants are CCO, Cc1n[nH]c2ncc([N+](=O)[O-])cc12. Yields the product Cc1n[nH]c2ncc(N)cc12. Reaction SMILES: [CH3:14][CH2:15][OH:16].[CH3:1][c:2]1[n:3][nH:4][c:5]2[n:6][cH:7][c:8]([N+:11]([O-:12])=[O:13])[cH:9][c:10]12>>[CH3:1][c:2]1[n:3][nH:4][c:5]2[n:6][cH:7][c:8]([NH2:11])[cH:9][c:10]12. Starting materials: CC1=C(OCC(=O)O)C=CC(=C1)Cl (2-methyl-4-chlorophenoxyacetic acid), [OH-].[Na+] (sodium hydroxide), CC1=C(OCC(=O)O)C=CC(=C1)Cl (MCPA). Solvent: CO (methanol). Yields the product CC1=C(OCC(=O)[O-])C=CC(=C1)Cl.[Na+] (Sodium 2-methyl-4-chlorophenoxyacetate). Yield: 99.7%. RXN SMILES: [CH3:1][C:2]1[CH:12]=[C:11]([Cl:13])[CH:10]=[CH:9][C:3]=1[O:4][CH2:5][C:6]([OH:8])=[O:7].[OH-].[Na+:15]>CO>[CH3:1][C:2]1[CH:12]=[C:11]([Cl:13])[CH:10]=[CH:9][C:3]=1[O:4][CH2:5][C:6]([O-:8])=[O:7].[Na+:15] |f:1.2,4.5|. Procedure details: 20 parts (0.1 mol) of 2-methyl-4-chlorophenoxyacetic acid (MCPA) (94.7%) are melted at 130° C. and reacted with 45 parts (0.1 mol, based on 100%) of 8.9% strength sodium hydroxide solution with simultaneous removal of methanol by distillation. After complete removal of methanol by distillation, 23.5 parts of MCPA-sodium of m.p. 227-230° C. are obtained, containing 80.8% MCPA, which corresponds to a yield of 99.7%. Starting materials: FC1=CC(=C(C=C1)N1C(C(=CC=C1C)C#N)=O)C (1-(4-fluoro-2-methylphenyl)-6-methyl-2-oxo-1,2-dihydropyridine-3-carbonitrile), S(O)(O)(=O)=O (sulfuric acid), [OH-].[Na+] (sodium hydroxide). Solvent: O (water). Conditions: temperature 100 celsius, time 8 hour. The product is FC1=CC(=C(C=C1)N1C(C(=CC=C1C)C(=O)O)=O)C (1-(4-fluoro-2-methylphenyl)-6-methyl-2-oxo-1,2-dihydropyridine-3-carboxylic acid). Isolated yield 75.0%. Reaction SMILES: [F:1][C:2]1[CH:7]=[CH:6][C:5]([N:8]2[C:13]([CH3:14])=[CH:12][CH:11]=[C:10]([C:15]#N)[C:9]2=[O:17])=[C:4]([CH3:18])[CH:3]=1.S(=O)(=O)(O)[OH:20].[OH-:24].[Na+]>O>[F:1][C:2]1[CH:7]=[CH:6][C:5]([N:8]2[C:13]([CH3:14])=[CH:12][CH:11]=[C:10]([C:15]([OH:20])=[O:24])[C:9]2=[O:17])=[C:4]([CH3:18])[CH:3]=1 |f:2.3|. Reported procedure: 1-(4-fluoro-2-methylphenyl)-6-methyl-2-oxo-1,2-dihydropyridine-3-carbonitrile (590 mg, 2.9 mmol) was suspended in water (3.0 mL), conc. sulfuric acid (3.0 mL) was slowly added dropwise. The mixture was stirred overnight at 100° C., and allowed to cool to room temperature. The reaction system was basified with aqueous sodium hydroxide solution (8N) and washed with ethyl acetate. The aqueous layer was acidified with hydrochloric acid (1N), and extracted twice with ethyl acetate. The mixed organic ...